This data is from the Open Reaction Database (ORD), a public repository of structured organic reaction records. The task is: describe an organic reaction: reactants, conditions, products, and yield The product is CC(C)(C1=CC=C(C=C1)CN1CCN(CC1)C1=NC=CC=N1)NC(C)=O (N-(1-Methyl-1-(4-((4-(pyrimidin-2-yl)piperazin-1-yl)methyl)phenyl)ethyl)acetamide). RXN SMILES: Cl[CH2:2][C:3]1[CH:8]=[CH:7][C:6]([C:9]([NH:12][C:13](=[O:15])[CH3:14])([CH3:11])[CH3:10])=[CH:5][CH:4]=1.Cl.Cl.[N:18]1[CH:23]=[CH:22][CH:21]=[N:20][C:19]=1[N:24]1[CH2:29][CH2:28][NH:27][CH2:26][CH2:25]1>>[CH3:10][C:9]([NH:12][C:13](=[O:15])[CH3:14])([C:6]1[CH:7]=[CH:8][C:3]([CH2:2][N:27]2[CH2:28][CH2:29][N:24]([C:19]3[N:18]=[CH:23][CH:22]=[CH:21][N:20]=3)[CH2:25][CH2:26]2)=[CH:4][CH:5]=1)[CH3:11] |f:1.2.3|. Reactants: ClCC1=CC=C(C=C1)C(C)(C)NC(C)=O (N-(1-(4-chloromethylphenyl)-1-methylethyl)acetamide), Cl.Cl.N1=C(N=CC=C1)N1CCNCC1 (1-(2-pyrimidyl)piperazine dihydrochloride). Reported procedure: By similar reaction and treatment to that in Example 1(5) using N-(1-(4-chloromethylphenyl)-1-methylethyl)acetamide instead of N-(4-chloromethylphenylmethyl)acetamide and 1-(2-pyrimidyl)piperazine dihydrochloride instead of phenylpiperazine, the title compound was obtained as white crystals, m.p.=137-138° C. The reactants are C[O-], CO, O=C(O)CCSc1nnsc1-c1cccc(C(F)(F)F)c1, [Na+]. Product: FC(F)(F)c1cccc(-c2snnc2S)c1. As a reaction SMILES: [CH3:22][O-:23].[CH3:25][OH:26].[F:1][C:2]([c:3]1[cH:4][c:5](-[c:9]2[c:10]([S:14][CH2:15][CH2:16][C:17]([OH:18])=[O:19])[n:11][n:12][s:13]2)[cH:6][cH:7][cH:8]1)([F:20])[F:21].[Na+:24]>>[F:1][C:2]([c:3]1[cH:4][c:5](-[c:9]2[c:10]([SH:14])[n:11][n:12][s:13]2)[cH:6][cH:7][cH:8]1)([F:20])[F:21]. Procedure: To a stirred solution of 6-chloro-3-(2-ethoxy-3,4-dioxo-cyclobut-1-enylamino)-2-hydroxy-N-methoxy-N-methyl-benzenesulfonamide (Intermediate A) (1 g, 2.56 mmol) in THF (20 ml) was added (R)-(−)-2-aminobutane (0.52 ml, 5.12 mmol). The reaction mixture was heated at 50° C. for 7 hours. The reaction mixture was concentrated in vacuo and dissolved in EtOAc. The EtOAc solution was washed with 1M HCl(aq) and brine. The EtOAc solution was dried (MgSO4) and concentrated in vacuo. The residue was crystall... Reaction SMILES: [Cl:1][C:2]1[C:7]([S:8]([N:11]([O:13][CH3:14])[CH3:12])(=[O:10])=[O:9])=[C:6]([OH:15])[C:5]([NH:16][C:17]2[C:20](=O)[C:19](=[O:22])[C:18]=2[O:23]CC)=[CH:4][CH:3]=1.[NH2:26][C@@H:27]([CH2:29][CH3:30])[CH3:28]>C1COCC1>[C@H:27]([NH:26][C:20]1[C:19](=[O:22])[C:18](=[O:23])[C:17]=1[NH:16][C:5]1[C:6]([OH:15])=[C:7]([S:8]([N:11]([O:13][CH3:14])[CH3:12])(=[O:10])=[O:9])[C:2]([Cl:1])=[CH:3][CH:4]=1)([CH2:29][CH3:30])[CH3:28]. Product: [C@@H](C)(CC)NC1=C(C(C1=O)=O)NC=1C(=C(C(=CC1)Cl)S(=O)(=O)N(C)OC)O (3-[2-((R)-sec-Butylamino)-3,4-dioxo-cyclobut-1-enylamino]-6-chloro-2-hydroxy-N-methoxy-N-methyl-benzenesulfonamide). Run in C1CCOC1 (THF). Reaction conditions: temperature 50 celsius. Reactants: ClC1=CC=C(C(=C1S(=O)(=O)N(C)OC)O)NC1=C(C(C1=O)=O)OCC (6-chloro-3-(2-ethoxy-3,4-dioxo-cyclobut-1-enylamino)-2-hydroxy-N-methoxy-N-methyl-benzenesulfonamide), ClC1=CC=C(C(=C1S(=O)(=O)N(C)OC)O)NC1=C(C(C1=O)=O)OCC (6-chloro-3-(2-ethoxy-3,4-dioxo-cyclobut-1-enylamino)-2-hydroxy-N-methoxy-N-methyl-benzenesulfonamide), N[C@H](C)CC ((R)-(−)-2-aminobutane). The reactants are C(C1=CC=CC=C1)N1[C@H](CN([C@@H](C1)CC(C)C)C(=O)OC(C)(C)C)COCC1=CC=CC=C1 ((2R,5R)-1-benzyl-2-benzyloxymethyl-4-(tert-butoxycarbonyl)-5-(2-methylpropyl)piperazine). The reagents and catalysts are [Pd] (Palladium on carbon). Run in CC(=O)O (AcOH), [H][H] (hydrogen). Yields the product C(C1=CC=CC=C1)OC[C@@H]1NC[C@H](N(C1)C(=O)OC(C)(C)C)CC(C)C ((2R,5R)-2-benzyloxymethyl-4-(tert-butoxycarbonyl)-5-(2-methylpropyl)piperazine). Yield: 89.4%. Reaction SMILES: C([N:8]1[CH2:13][C@@H:12]([CH2:14][CH:15]([CH3:17])[CH3:16])[N:11]([C:18]([O:20][C:21]([CH3:24])([CH3:23])[CH3:22])=[O:19])[CH2:10][C@@H:9]1[CH2:25][O:26][CH2:27][C:28]1[CH:33]=[CH:32][CH:31]=[CH:30][CH:29]=1)C1C=CC=CC=1>[Pd].CC(O)=O.[H][H]>[CH2:27]([O:26][CH2:25][C@H:9]1[CH2:10][N:11]([C:18]([O:20][C:21]([CH3:22])([CH3:23])[CH3:24])=[O:19])[C@H:12]([CH2:14][CH:15]([CH3:17])[CH3:16])[CH2:13][NH:8]1)[C:28]1[CH:29]=[CH:30][CH:31]=[CH:32][CH:33]=1. Procedure details: 10% Palladium on carbon (0.8 g) was added to a solution of (2R,5R)-1-benzyl-2-benzyloxymethyl-4-(tert-butoxycarbonyl)-5-(2-methylpropyl)piperazine (8.1 g) in AcOH (80 ml), and the mixture was hydrogenated in hydrogen at 3 atm for 4 hours at ambient temperature. The catalyst was removed by filtration through a celite pad and the filtrate was washed with AcOH. The filtrate and combined washings were concentrated in vacuo, and the residue was partitioned by dissolving same in saturated aqueous NaHC... Starting materials: ClCc1nnc2n1-c1ccc(Br)cc1C(c1ccccn1)=NC2, CCNCC, CN(C)C=O, [I-], [Na+], O. The product is CCN(CC)Cc1nnc2n1-c1ccc(Br)cc1C(c1ccccn1)=NC2. As a reaction SMILES: [Br:11][c:12]1[cH:13][cH:14][c:15]2[c:16]([cH:33]1)[C:17]([c:27]1[n:28][cH:29][cH:30][cH:31][cH:32]1)=[N:18][CH2:19][c:20]1[n:21]-2[c:22]([CH2:25][Cl:26])[n:23][n:24]1.[CH2:1]([CH3:2])[NH:3][CH2:4][CH3:5].[CH3:6][N:7]([CH3:8])[CH:9]=[O:10].[I-:35].[Na+:34].[OH2:36]>>[CH2:1]([CH3:2])[N:3]([CH2:4][CH3:5])[CH2:25][c:22]1[n:21]2[c:20]([n:24][n:23]1)[CH2:19][N:18]=[C:17]([c:27]1[n:28][cH:29][cH:30][cH:31][cH:32]1)[c:16]1[c:15]-2[cH:14][cH:13][c:12]([Br:11])[cH:33]1. Reactants: CS(C)=O, CCOC(=O)C(O)c1cccc2cnccc12. Yields the product O=C(O)C(O)c1cccc2cnccc12. Reaction SMILES: [CH3:18][S:19]([CH3:20])=[O:21].[OH:1][CH:2]([C:3](=[O:4])[O:5][CH2:6][CH3:7])[c:8]1[c:9]2[cH:10][cH:11][n:12][cH:13][c:14]2[cH:15][cH:16][cH:17]1>>[OH:1][CH:2]([C:3](=[O:4])[OH:5])[c:8]1[c:9]2[cH:10][cH:11][n:12][cH:13][c:14]2[cH:15][cH:16][cH:17]1.